This data is from the Open Reaction Database (ORD), a public repository of structured organic reaction records. The task is: describe an organic reaction: reactants, conditions, products, and yield Starting materials: C1(CC1)N (cyclopropylamine), O (water), C(C)(C)(C)OC(=O)N(C(C)C)CC=O ((tert-butoxycarbonyl-isopropyl-amino)-acetaldehyde), [BH4-].[Na+] (sodium borohydride). Reagents/catalysts: CC([O-])C.[Ti+4].CC([O-])C.CC([O-])C.CC([O-])C (titanium isopropoxide). Solvent: CO (methanol). Conditions: time 5 hour. The product is C(C)(C)(C)OC(=O)N(CCNC(C)C)C1CC1 (N-tert-butoxycarbonyl-N-cyclopropyl-N′-isopropyl-ethane-1,2-diamine). The yield is 35.2%. As a reaction SMILES: [C:1]([O:5][C:6]([N:8]([CH2:12][CH:13]=O)[CH:9]([CH3:11])[CH3:10])=[O:7])([CH3:4])([CH3:3])[CH3:2].[CH:15]1([NH2:18])[CH2:17][CH2:16]1.[BH4-].[Na+].O>CO.CC(C)[O-].[Ti+4].CC(C)[O-].CC(C)[O-].CC(C)[O-]>[C:1]([O:5][C:6]([N:8]([CH:9]1[CH2:11][CH2:10]1)[CH2:12][CH2:13][NH:18][CH:15]([CH3:17])[CH3:16])=[O:7])([CH3:4])([CH3:3])[CH3:2] |f:2.3,6.7.8.9.10|. Reported procedure: 3.9 mL (13 mmol) of titanium isopropoxide and 2 g (10 mmol) of (tert-butoxycarbonyl-isopropyl-amino)-acetaldehyde (prepared according to the method described by Kato, Shiro et al., J. Chem. Soc. Perkin Trans. 1, 1997, 21, 3219-26) are added to a solution of 1.71 g (30 mmol) of cyclopropylamine in 15 mL of anhydrous methanol. The solution is stirred for 5 hours at room temperature then 454 mg (12 mmol) of sodium borohydride is added. Stirring is continued for a further 2 hours then 2 mL of water ... Reactants: N1=CC=CC=C1 (pyridine), BrC=1C=C2C(C(=O)OC2=O)=CC1 (4-Bromophthalic anhydride), C(C)(C)N(CCOC1=C(C=C(C=C1)N)OC)C(C)C (4-(2-diisopropylamino-ethoxy)-3-methoxy-phenylamine). Reagents/catalysts: CN(C1=CC=NC=C1)C (4-dimethylaminopyridine). Solvent: 1,2-dichloromethane. Reaction conditions: temperature 85 celsius. The product is BrC=1C=C2C(N(C(C2=CC1)=O)C1=CC(=C(C=C1)OCCN(C(C)C)C(C)C)OC)=O (5-bromo-2-[4-(2-diisopropylamino-ethoxy)-3-methoxy-phenyl]-isoindole-1,3-dione). Isolated yield 64.2%. As a reaction SMILES: [Br:1][C:2]1[CH:3]=[C:4]2[C:9](=[O:10])[O:8][C:6](=O)[C:5]2=[CH:11][CH:12]=1.N1C=CC=CC=1.[CH:19]([N:22]([CH:35]([CH3:37])[CH3:36])[CH2:23][CH2:24][O:25][C:26]1[CH:31]=[CH:30][C:29]([NH2:32])=[CH:28][C:27]=1[O:33][CH3:34])([CH3:21])[CH3:20]>CN(C)C1C=CN=CC=1>[Br:1][C:2]1[CH:3]=[C:4]2[C:5](=[CH:11][CH:12]=1)[C:6](=[O:8])[N:32]([C:29]1[CH:30]=[CH:31][C:26]([O:25][CH2:24][CH2:23][N:22]([CH:19]([CH3:21])[CH3:20])[CH:35]([CH3:37])[CH3:36])=[C:27]([O:33][CH3:34])[CH:28]=1)[C:9]2=[O:10]. Procedure details: 4-Bromophthalic anhydride [Apin] (2.27 g, 10 mmol) was dissolved in 1,2-dichloromethane (8 ml), and pyridine (10 mmol, 0.81 ml) was added, followed by 4-(2-diisopropylamino-ethoxy)-3-methoxy-phenylamine [Patent WO-9901127] (2.44 g, 10 mmol) and a catalytic amount of 4-dimethylaminopyridine [Aldrich]. The mixture was heated for 16 h at 85° C. The mixture was evaporated in vacuo and applied to a Biotage Flash40M cartridge, (eluting with dichloromethane-methanol-aqueous ammonia) to give the 5-bromo... Reactants: N1(CCOCC1)C(=O)N1CC(CC(C1)C1=CC=C(C=C1)C(F)(F)F)C(=O)O (1-(Morpholin-4-ylcarbonyl)-5-[4-(trifluoromethyl)phenyl]piperidine-3-carboxylic acid), ON=C(N)C=1C=NC=CC1C (N′-Hydroxy-4-methylpyridine-3-carboximidamide). The product is CC1=C(C=NC=C1)C1=NOC(=N1)C1CN(CC(C1)C1=CC=C(C=C1)C(F)(F)F)C(=O)N1CCOCC1 ({3-[3-(4-Methylpyridin-3-yl)-1,2,4-oxadiazol-5-yl]-5-[4-(trifluoromethyl)phenyl]piperidin-1-yl}-(morpholin-4-yl)methanone). As a reaction SMILES: [N:1]1([C:7]([N:9]2[CH2:14][CH:13]([C:15]3[CH:20]=[CH:19][C:18]([C:21]([F:24])([F:23])[F:22])=[CH:17][CH:16]=3)[CH2:12][CH:11]([C:25](O)=[O:26])[CH2:10]2)=[O:8])[CH2:6][CH2:5][O:4][CH2:3][CH2:2]1.O[N:29]=[C:30]([C:32]1[CH:33]=[N:34][CH:35]=[CH:36][C:37]=1[CH3:38])[NH2:31]>>[CH3:38][C:37]1[CH:36]=[CH:35][N:34]=[CH:33][C:32]=1[C:30]1[N:31]=[C:25]([CH:11]2[CH2:12][CH:13]([C:15]3[CH:20]=[CH:19][C:18]([C:21]([F:23])([F:22])[F:24])=[CH:17][CH:16]=3)[CH2:14][N:9]([C:7]([N:1]3[CH2:6][CH2:5][O:4][CH2:3][CH2:2]3)=[O:8])[CH2:10]2)[O:26][N:29]=1. Procedure: 250 mg (about 0.520 mmol) of the compound from Example 49A and 87 mg (0.580 mmol) of N′-hydroxy-4-methylpyridine-3-carboximidamide (Example 70A) were reacted according to the General Method 1. Yield: 22 mg (8% of theory). The reactants are C(C)(C)NC(C)C (diisopropylamine), C(CCC)[Li] (n-butyllithium), mixture, Cl (hydrochloric acid), [Cl-].[NH4+] (ammonium chloride), FC1(C(N(CC1=C)C(=O)OC(C)(C)C)=O)F (tert-butyl 3,3-difluoro-4-methylene-2-oxopyrrolidine-1-carboxylate), ClC1=NC=CC=C1C(C(C(CNC(OC(C)(C)C)=O)=C)(F)F)=O (tert-butyl [4-(2-chloropyridin-3-yl)-3,3-difluoro-2-methylene-4-oxobutyl]carbamate), ClC1=NC=CC=C1C1(N(CC(C1(F)F)=C)C(=O)OC(C)(C)C)O (tert-butyl 2-(2-chloropyridin-3-yl)-3,3-difluoro-2-hydroxy-4-methylenepyrrolidine-1-carboxylate), ClC1=NC=CC=C1 (2-chloropyridine). The solvent is O1CCCC1 (tetrahydrofuran), CCCCCC (hexane), C(C)(=O)O (acetic acid), O1CCCC1 (tetrahydrofuran), O1CCCC1 (tetrahydrofuran). Reaction conditions: time 15 minute. The product is ClC1=NC=CC=C1C=1C(C(CN1)=C)(F)F (2-chloro-3-(4,4-difluoro-3-methylene-3,4-dihydro-2H-pyrrol-5-yl)pyridine). Yield: 41.0%. RXN SMILES: C(NC(C)C)(C)C.C([Li])CCC.ClC1C=CC=CN=1.FC1(F)C(=C)CN(C(OC(C)(C)C)=O)C1=O.[Cl-].[NH4+].[Cl:38][C:39]1[C:44]([C:45](=O)[C:46]([F:59])([F:58])[C:47](=[CH2:57])[CH2:48][NH:49]C(=O)OC(C)(C)C)=[CH:43][CH:42]=[CH:41][N:40]=1.ClC1C(C2(O)C(F)(F)C(=C)CN2C(OC(C)(C)C)=O)=CC=CN=1.Cl>O1CCCC1.C(O)(=O)C.CCCCCC>[Cl:38][C:39]1[C:44]([C:45]2[C:46]([F:59])([F:58])[C:47](=[CH2:57])[CH2:48][N:49]=2)=[CH:43][CH:42]=[CH:41][N:40]=1 |f:4.5|. Procedure details: Under a nitrogen atmosphere, to a solution of diisopropylamine (30.8 g) in anhydrous tetrahydrofuran (300 mL) was added dropwise a 1.61 mol/L hexane solution (160 mL) of n-butyllithium at −78° C., and the mixture was stirred at the same temperature for 15 min. To the obtained solution was added a solution of 2-chloropyridine (30.9 g) in anhydrous tetrahydrofuran (30 mL) at the same temperature over 30 min, and the mixture was stirred for 2 hr. To the obtained suspension was added dropwise a solu... The reactants are ClC1=CC=C(O)C=C1C. Reagents/catalysts: O1BOC(C)(C)C1(C)C, O1B(OC(C)(C)C1(C)C)B2OC(C)(C)C(O2)(C)C, N=1C=CC(=CC1C=2N=CC=C(C2)C(C)(C)C)C(C)(C)C, C[OH2+].C[OH2+].C1CC=CCCC=C1.C1CC=CCCC=C1.[Ir].[Ir]. Run in C1CCCCC1. Run at temperature 80 celsius, time 20 hour. Yields the product ClC=1C=C(B2OC(C)(C)C(O2)(C)C)C(O)=CC1C. The yield is 59.0%. The reactants are BrC=1C=C(C(=NC1)F)B1OC(CN(CC(O1)=O)C)=O (2-(5-bromo-2-fluoropyridin-3-yl)-6-methyl-1,3,6,2-dioxazaborocane-4,8-dione), [Cl-].C(C)(C)(C)OC(C[Zn+])=O ((2-tert-butoxy-2-oxoethyl)zinc(II) chloride), CCOCC (ether). Reagents/catalysts: CC(C)(C)P(C1=CC=C(C=C1)N(C)C)C(C)(C)C.CC(C)(C)P(C1=CC=C(C=C1)N(C)C)C(C)(C)C.Cl[Pd]Cl (bis-(di-tert-butyl(4-dimethylaminophenyl)phosphine)dichloropalladium(II)). The solvent is O1CCOCC1 (dioxane). Reaction conditions: temperature 80 celsius. Product: FC1=C(C=C(C=N1)CC(=O)OC(C)(C)C)B1OC(CN(CC(O1)=O)C)=O (Tert-Butyl 2-(6-Fluoro-5-(6-Methyl-4,8-Dioxo-1,3,6,2-Dioxazaborocan-2-yl)Pyridin-3-yl)Acetate). Isolated yield 62.0%. As a reaction SMILES: Br[C:2]1[CH:3]=[C:4]([B:9]2[O:16][C:15](=[O:17])[CH2:14][N:13]([CH3:18])[CH2:12][C:11](=[O:19])[O:10]2)[C:5]([F:8])=[N:6][CH:7]=1.[Cl-].[C:21]([O:25][C:26](=[O:29])[CH2:27][Zn+])([CH3:24])([CH3:23])[CH3:22].CCOCC>CC(P(C(C)(C)C)C1C=CC(N(C)C)=CC=1)(C)C.CC(P(C(C)(C)C)C1C=CC(N(C)C)=CC=1)(C)C.Cl[Pd]Cl.O1CCOCC1>[F:8][C:5]1[N:6]=[CH:7][C:2]([CH2:27][C:26]([O:25][C:21]([CH3:24])([CH3:23])[CH3:22])=[O:29])=[CH:3][C:4]=1[B:9]1[O:16][C:15](=[O:17])[CH2:14][N:13]([CH3:18])[CH2:12][C:11](=[O:19])[O:10]1 |f:1.2,4.5.6|. Procedure: To 2-(5-bromo-2-fluoropyridin-3-yl)-6-methyl-1,3,6,2-dioxazaborocane-4,8-dione (2.79 g, 8.43 mmol) was added dioxane (84 mL), bis-(di-tert-butyl(4-dimethylaminophenyl)phosphine)dichloropalladium(II) (0.299 g, 0.422 mmol) and (2-tert-butoxy-2-oxoethyl)zinc(II) chloride in ether (25.3 mL, 12.65 mmol) (Rieke Metals), and the resulting mixture was sparged with nitrogen for 5 min at ambient temperature. The reaction mixture was then heated to 80° C. for 2 h. The reaction mixture was subsequently cool...